Task: describe an organic reaction: reactants, conditions, products, and yield. Dataset: the Open Reaction Database (ORD), a public repository of structured organic reaction records Starting materials: FC(C=1C=C(N)C=CC1)F (3-difluoromethylaniline), C(OCC)(OCC)OCC (triethyl orthoformate), C(C)(=O)O (acetic acid), C(OCC)(OCC)OCC (triethyl orthoformate), [N+](=O)([O-])CC(=O)OCC (ethyl nitroacetate), C(C)(=O)O (acetic acid). Reagents/catalysts: [Fe] (iron). The product is FC(C=1C=C(C=CC1)N1C=NC(=C1)CO)F ([1-(3-Difluoromethyl-phenyl)-1H-imidazol-4-yl]-methanol). Reaction SMILES: [F:1][CH:2]([F:10])[C:3]1[CH:4]=[C:5]([CH:7]=[CH:8][CH:9]=1)[NH2:6].C([O:18][CH2:19][CH3:20])(OCC)OCC.[N+:21]([CH2:24]C(OCC)=O)([O-])=O.[C:30](O)(=O)C>[Fe]>[F:1][CH:2]([F:10])[C:3]1[CH:4]=[C:5]([N:6]2[CH:30]=[C:20]([CH2:19][OH:18])[N:21]=[CH:24]2)[CH:7]=[CH:8][CH:9]=1. Reported procedure: Following the general method described in example 293, 3-difluoromethylaniline (G. E. Wright et al., J. Med. Chem., 1995, 38, 49-57) was reacted with triethyl orthoformate, ethyl nitroacetate and acetic acid followed by treatment with triethyl orthoformate, iron and acetic acid and subsequent alkaline hydrolysis. The isolated acid was directly reduced according to example 264, by reaction with BH3 THF complex followed by hydrolytic workup and the title compound was obtained as a light brown soli... Starting materials: ClC1=CC=C(C(=O)N2CC(N(C3=C(C2)C(=CC=C3)OC)CC3=CC=C(C=C3)C(=O)N3CC=CC3)=O)C=C1 (4-(4-chlorobenzoyl)-1-[4-(2,5-dihydro-1H-pyrrol-1-ylcarbonyl)benzyl]-6-methoxy-1,3,4,5-tetrahydrobenzo[e][1,4]-diazepin-2-on), [Br-].[Br-].[Br-].B (borane tribromide). Solvent: ClCCl (dichloromethane), ClCCl (dichloromethane). Run at time 8 hour. Yields the product ClC1=CC=C(C(=O)N2CC(N(C3=C(C2)C(=CC=C3)O)CC3=CC=C(C=C3)C(=O)N3CC=CC3)=O)C=C1 (4-(4-chlorobenzoyl)-1-[4-(2,5-dihydro-1H-pyrrol-1-ylcarbonyl)benzyl]-6-hydroxy-1,3,4,5-tetrahydrobenzo[e][1,4]-diazepin-2-on). As a reaction SMILES: [Cl:1][C:2]1[CH:37]=[CH:36][C:5]([C:6]([N:8]2[CH2:14][C:13]3[C:15]([O:19]C)=[CH:16][CH:17]=[CH:18][C:12]=3[N:11]([CH2:21][C:22]3[CH:27]=[CH:26][C:25]([C:28]([N:30]4[CH2:34][CH:33]=[CH:32][CH2:31]4)=[O:29])=[CH:24][CH:23]=3)[C:10](=[O:35])[CH2:9]2)=[O:7])=[CH:4][CH:3]=1.[Br-].[Br-].[Br-].B>ClCCl>[Cl:1][C:2]1[CH:3]=[CH:4][C:5]([C:6]([N:8]2[CH2:14][C:13]3[C:15]([OH:19])=[CH:16][CH:17]=[CH:18][C:12]=3[N:11]([CH2:21][C:22]3[CH:27]=[CH:26][C:25]([C:28]([N:30]4[CH2:31][CH:32]=[CH:33][CH2:34]4)=[O:29])=[CH:24][CH:23]=3)[C:10](=[O:35])[CH2:9]2)=[O:7])=[CH:36][CH:37]=1 |f:1.2.3.4|. Procedure details: 75 mg (0.15 mmol) of 4-(4-chlorobenzoyl)-1-[4-(2,5-dihydro-1H-pyrrol-1-ylcarbonyl)benzyl]-6-methoxy-1,3,4,5-tetrahydrobenzo[e][1,4]-diazepin-2-on was dissolved in 10 ml of dichloromethane. 1.3 ml of borane tribromide was added to the obtained solution, and they were stirred at room temperature overnight. After the treatment with dichloromethane as the extracting solvent by an ordinary method, the obtained crude product was treated in the same manner as in step 3 in Example 1 to obtain the title ... Reactants: FC=1C=C(C=CC1)S(=O)(=O)C1=CC2=C(C=C1)C1=C(O2)C2(COCCC2)NCC1 (7-[(3-fluorophenyl)sulfonyl]-3,4,5′,6′-tetrahydro-2H,4′H-spiro[1-benzofuro[2,3-c]pyridine-1,3′-pyran]), FC=1C=C(C=CC1)S (3-fluorobenzenethiol), IC1=CC2=C(C=C1)C1=C(O2)C2(C(OCC2)C)NCC1 (7-iodo-2′-methyl-3,4,4′,5′-tetrahydro-2H-spiro[1-benzofuro[2,3-c]pyridine-1,3′-furan]). Yields the product FC=1C=C(C=CC1)S(=O)(=O)C1=CC2=C(C=C1)C1=C(O2)C2(C(OCC2)C)NCC1 (7-[(3-Fluorophenyl)sulfonyl]-2′-methyl-3,4,4′,5′-tetrahydro-2H-spiro[1-benzofuro[2,3-c]pyridine-1,3′-furan]). Reaction SMILES: [F:1][C:2]1[CH:3]=[C:4]([S:8]([C:11]2[CH:16]=[CH:15][C:14]3[C:17]4[CH2:28][CH2:27][NH:26][C:20]5([CH2:25][CH2:24]C[O:22][CH2:21]5)[C:18]=4[O:19][C:13]=3[CH:12]=2)(=[O:10])=[O:9])[CH:5]=[CH:6][CH:7]=1.F[C:30]1C=C(S)C=CC=1.IC1C=CC2C3CCNC4(CCOC4C)C=3OC=2C=1>>[F:1][C:2]1[CH:3]=[C:4]([S:8]([C:11]2[CH:16]=[CH:15][C:14]3[C:17]4[CH2:28][CH2:27][NH:26][C:20]5([CH2:25][CH2:24][O:22][CH:21]5[CH3:30])[C:18]=4[O:19][C:13]=3[CH:12]=2)(=[O:9])=[O:10])[CH:5]=[CH:6][CH:7]=1. Procedure details: Prepared as described for 7-[(3-fluorophenyl)sulfonyl]-3,4,5′,6′-tetrahydro-2H,4′H-spiro[1-benzofuro[2,3-c]pyridine-1,3′-pyran] (Example 22) starting from 3-fluorobenzenethiol and 7-iodo-2′-methyl-3,4,4′,5′-tetrahydro-2H-spiro[1-benzofuro[2,3-c]pyridine-1,3′-furan]. Starting materials: ClC1=C(C=CC(=C1)Cl)C(=O)N=C=S (2,4-Dichloro-1-benzenecarbonyl isothiocyanate), ClC1=C(C=CC(=C1)Cl)C(=O)Cl (2,4-dichloro-1-benzenecarbonyl chloride), COC=1C=C2C(=CC=NC2=CC1OC)OC1=CC=C(N)C=C1 (4-[(6,7-Dimethoxy-4-quinolyl)oxy]aniline), C1(=CC=CC=C1)C (toluene). The solvent is C(C)O (ethanol), C(C)O (ethanol). Reaction conditions: time 2 hour. Product: ClC1=C(C=CC(=C1)Cl)C(=O)N=C=S (2,4-Dichloro-1-benzenecarbonyl isothiocyanate), ClC1=C(C(=O)NC(=S)NC2=CC=C(C=C2)OC2=CC=NC3=CC(=C(C=C23)OC)OC)C=CC(=C1)Cl (N-(2,4-Dichlorobenzoyl)-N′-{4-[(6,7-dimethoxy-4-quinolyl)oxy]phenyl}thiourea). Isolated yield 78.0%. Reaction SMILES: ClC1C=C(Cl)C=CC=1C(Cl)=O.[Cl:12][C:13]1[CH:18]=[C:17]([Cl:19])[CH:16]=[CH:15][C:14]=1[C:20]([N:22]=[C:23]=[S:24])=[O:21].[CH3:25][O:26][C:27]1[CH:28]=[C:29]2[C:34](=[CH:35][C:36]=1[O:37][CH3:38])[N:33]=[CH:32][CH:31]=[C:30]2[O:39][C:40]1[CH:46]=[CH:45][C:43]([NH2:44])=[CH:42][CH:41]=1.C1(C)C=CC=CC=1>C(O)C>[Cl:12][C:13]1[CH:18]=[C:17]([Cl:19])[CH:16]=[CH:15][C:14]=1[C:20]([N:22]=[C:23]=[S:24])=[O:21].[Cl:12][C:13]1[CH:18]=[C:17]([Cl:19])[CH:16]=[CH:15][C:14]=1[C:20]([NH:22][C:23]([NH:44][C:43]1[CH:45]=[CH:46][C:40]([O:39][C:30]2[C:29]3[C:34](=[CH:35][C:36]([O:37][CH3:38])=[C:27]([O:26][CH3:25])[CH:28]=3)[N:33]=[CH:32][CH:31]=2)=[CH:41][CH:42]=1)=[S:24])=[O:21]. Procedure: 2,4-Dichloro-1-benzenecarbonyl isothiocyanate was prepared using commercially available 2,4-dichloro-1-benzenecarbonyl chloride (80 mg) as a starting compound according to the description of the literature. 2,4-Dichloro-1-benzenecarbonyl isothiocyanate was dissolved in ethanol (1 ml) to prepare a solution. 4-[(6,7-Dimethoxy-4-quinolyl)oxy]aniline (50 mg), toluene (5 ml), and ethanol (1 ml) were added to the solution, and the mixture was stirred at room temperature for 2 hr. The reaction solution... Yields the product CNCC(CCC1=CC=CC=C1)C(=O)OCC (N-Methyl-N-(2-carboethoxy-4-phenylbutyl)amine). RXN SMILES: [CH2:1]=[C:2]([CH2:8][CH2:9][C:10]1[CH:15]=[CH:14][CH:13]=[CH:12][CH:11]=1)[C:3]([O:5][CH2:6][CH3:7])=[O:4].[CH3:16][NH2:17]>C(O)C>[CH3:16][NH:17][CH2:1][CH:2]([C:3]([O:5][CH2:6][CH3:7])=[O:4])[CH2:8][CH2:9][C:10]1[CH:11]=[CH:12][CH:13]=[CH:14][CH:15]=1. Run in C(C)O (ethanol). Starting materials: C=C(C(=O)OCC)CCC1=CC=CC=C1 (ethyl 2-methylene-4-phenylbutyrate), CN (methylamine). Procedure: 26.3 g of ethyl 2-methylene-4-phenylbutyrate (1.4) and 4 g of methylamine in 150 ml of ethanol in an autoclave were heated at 80° C. for 10 hours. After cooling down, the ethanol was removed, the residue was taken up in 1N HCl, this was extracted with ether, made alkaline with sodium carbonate and again extracted, dried and evaporated. Reactants: C(#N)C1=CC=C(OC2=NC(=C(C(=O)O)C=C2)OC2=CC=C(C=C2)OC(F)(F)F)C=C1 (6-(4-Cyano phenoxy)-2-(4-trifluoromethoxy phenoxy)nicotinic acid), C(C)(C)(C)OC(NCCC1CCNCC1)=O ((2-piperidin-4-yl-ethyl)-carbamic acid tert-butyl ester). The product is C(C)(C)(C)OC(NCCC1CCN(CC1)C(=O)C=1C(=NC(=CC1)OC1=CC=C(C=C1)C#N)OC1=CC=C(C=C1)OC(F)(F)F)=O ((2-{1-[6-(4-cyano phenoxy)-2-(4-trifluoromethoxy phenoxy)pyridine-3-carbonyl]piperidin-4-yl}ethyl)carbamic Acid Tert-butyl Ester). Isolated yield 66.5%. Reaction SMILES: [C:1]([C:3]1[CH:30]=[CH:29][C:6]([O:7][C:8]2[CH:16]=[CH:15][C:11]([C:12](O)=[O:13])=[C:10]([O:17][C:18]3[CH:23]=[CH:22][C:21]([O:24][C:25]([F:28])([F:27])[F:26])=[CH:20][CH:19]=3)[N:9]=2)=[CH:5][CH:4]=1)#[N:2].[C:31]([O:35][C:36](=[O:46])[NH:37][CH2:38][CH2:39][CH:40]1[CH2:45][CH2:44][NH:43][CH2:42][CH2:41]1)([CH3:34])([CH3:33])[CH3:32]>>[C:31]([O:35][C:36](=[O:46])[NH:37][CH2:38][CH2:39][CH:40]1[CH2:41][CH2:42][N:43]([C:12]([C:11]2[C:10]([O:17][C:18]3[CH:23]=[CH:22][C:21]([O:24][C:25]([F:26])([F:27])[F:28])=[CH:20][CH:19]=3)=[N:9][C:8]([O:7][C:6]3[CH:29]=[CH:30][C:3]([C:1]#[N:2])=[CH:4][CH:5]=3)=[CH:16][CH:15]=2)=[O:13])[CH2:44][CH2:45]1)([CH3:34])([CH3:32])[CH3:33]. Procedure details: 6-(4-Cyano phenoxy)-2-(4-trifluoromethoxy phenoxy)nicotinic acid (0.15 g, 0.36 mmol) and (2-piperidin-4-yl-ethyl)-carbamic acid tert-butyl ester (0.082 g, 0.36 mmol) were coupled using the procedure of Example 5(c) to afford 0.15 g of the required product. Percentage purity (LCMS): 43.23%. Starting materials: [SiH](CC)(CC)CC (Et3SiH), C(=O)(C(F)(F)F)O (TFA), OCCC1N(C(C2=CC=CC=C12)=O)C1=CN(C2=NC=C(N=C21)C2=CC=C(C=C2)S(=O)(=O)C(C)C)C(C2=CC=CC=C2)(C2=CC=CC=C2)C2=CC=CC=C2 (3-(2-hydroxyethyl)-2-[2-(4-isopropylsulfonylphenyl)-5-trityl-pyrrolo[2,3-b]pyrazin-7-yl]isoindolin-1-one). Run in C(Cl)Cl (DCM). Reaction conditions: time 8 hour. Yields the product OCCC1N(C(C2=CC=CC=C12)=O)C1=CNC2=NC=C(N=C21)C2=CC=C(C=C2)S(=O)(=O)C(C)C (3-(2-hydroxyethyl)-2-(2-(4-(isopropylsulfonyl)phenyl)-5H-pyrrolo[2,3-b]pyrazin-7-yl)isoindolin-1-one). The yield is 50.2%. Reaction SMILES: [OH:1][CH2:2][CH2:3][CH:4]1[C:12]2[C:7](=[CH:8][CH:9]=[CH:10][CH:11]=2)[C:6](=[O:13])[N:5]1[C:14]1[C:22]2[C:17](=[N:18][CH:19]=[C:20]([C:23]3[CH:28]=[CH:27][C:26]([S:29]([CH:32]([CH3:34])[CH3:33])(=[O:31])=[O:30])=[CH:25][CH:24]=3)[N:21]=2)[N:16](C(C2C=CC=CC=2)(C2C=CC=CC=2)C2C=CC=CC=2)[CH:15]=1.[SiH](CC)(CC)CC.C(O)(C(F)(F)F)=O>C(Cl)Cl>[OH:1][CH2:2][CH2:3][CH:4]1[C:12]2[C:7](=[CH:8][CH:9]=[CH:10][CH:11]=2)[C:6](=[O:13])[N:5]1[C:14]1[C:22]2[C:17](=[N:18][CH:19]=[C:20]([C:23]3[CH:28]=[CH:27][C:26]([S:29]([CH:32]([CH3:34])[CH3:33])(=[O:31])=[O:30])=[CH:25][CH:24]=3)[N:21]=2)[NH:16][CH:15]=1. Procedure: 3-(2-hydroxyethyl)-2-[2-(4-isopropylsulfonylphenyl)-5-trityl-pyrrolo[2,3-b]pyrazin-7-yl]isoindolin-1-one (58 mg, 0.08068 mmol) dissolved in DCM (2 mL) under N2 and Et3SiH (64.44 μL, 0.4034 mmol) then TFA (300 μL) added. Reaction mixture stirred overnight, then concentrated and residue azeotroped with DCM (×3). Purified by hplc to give the title compound as a pale yellow solid (19.3 mg, 50%); 1H NMR (400 MHz, DMSO) 1.03 (6H, d), 1.72-1.79 (1H, m), 2.00-2.15 (1H, m), 3.00-3.09 (1H, m), 3.32 (1H, s... Starting materials: CN1C=C(C2=CC=CC=C12)CN1CCNCC1 (1-(1-methylindole-3-ylmethyl)piperazine), [OH-].[K+] (potassium hydroxide), BrCCOC1=CC=C(C=O)C=C1 (4-[2-bromoethoxy]benzaldehyde). The solvent is O (water), CS(=O)C (dimethylsulfoxide). Conditions: temperature 22 celsius, time 30 minute. Product: CN1C=C(C2=CC=CC=C12)CN1CCN(CC1)CCOC1=CC=C(C=O)C=C1 (4-[2-[4-(1-Methylindol-3-ylmethyl)piperazin-1-yl]ethoxy]benzaldehyde). Isolated yield 35.5%. Reaction SMILES: [CH3:1][N:2]1[C:10]2[C:5](=[CH:6][CH:7]=[CH:8][CH:9]=2)[C:4]([CH2:11][N:12]2[CH2:17][CH2:16][NH:15][CH2:14][CH2:13]2)=[CH:3]1.[OH-].[K+].Br[CH2:21][CH2:22][O:23][C:24]1[CH:31]=[CH:30][C:27]([CH:28]=[O:29])=[CH:26][CH:25]=1>CS(C)=O.O>[CH3:1][N:2]1[C:10]2[C:5](=[CH:6][CH:7]=[CH:8][CH:9]=2)[C:4]([CH2:11][N:12]2[CH2:17][CH2:16][N:15]([CH2:21][CH2:22][O:23][C:24]3[CH:31]=[CH:30][C:27]([CH:28]=[O:29])=[CH:26][CH:25]=3)[CH2:14][CH2:13]2)=[CH:3]1 |f:1.2|. Procedure: A suspension of 1-(1-methylindole-3-ylmethyl)piperazine (1.3 g) in dimethylsulfoxide (15 ml) and potassium hydroxide (0.63 g) was stirred for 30 min under nitrogen at 22° C. and then a solution of 4-[2-bromoethoxy]benzaldehyde (1.3 g) was added and stirring was continued for further 4 h. The reaction mixture was diluted with water and extracted with ethyl acetate and the organic layer was washed with water, brine, dried (Na2SO4) and solvent was evaporated under reduced pressure. The crude produc...